The task is: describe an organic reaction: reactants, conditions, products, and yield. This data is from the Open Reaction Database (ORD), a public repository of structured organic reaction records. The reactants are CC[SiH](CC)CC, ClCCl, Nc1cc(C(=O)O)ccc1F, O=Cc1cnc(Nc2ccccn2)s1. Yields the product O=C(O)c1ccc(F)c(NCc2cnc(Nc3ccccn3)s2)c1. Reaction SMILES: [CH2:26]([SiH:27]([CH2:28][CH3:29])[CH2:30][CH3:31])[CH3:32].[CH2:33]([Cl:34])[Cl:35].[NH2:15][c:16]1[cH:17][c:18]([C:19](=[O:20])[OH:21])[cH:22][cH:23][c:24]1[F:25].[n:1]1[c:2]([NH:7][c:8]2[s:9][c:10]([CH:13]=[O:14])[cH:11][n:12]2)[cH:3][cH:4][cH:5][cH:6]1>>[n:1]1[c:2]([NH:7][c:8]2[s:9][c:10]([CH2:13][NH:15][c:16]3[cH:17][c:18]([C:19](=[O:20])[OH:21])[cH:22][cH:23][c:24]3[F:25])[cH:11][n:12]2)[cH:3][cH:4][cH:5][cH:6]1. The reactants are S1C(NCC1)=O (2-thiazolidinone), C([O-])([O-])=O.[K+].[K+] (potassium carbonate), C(O)([O-])=O.[K+] (potassium hydrogen carbonate), [N+](=O)([O-])C(C1=CC=CC=C1)Br (nitrobenzyl bromide), C(C(C)C)C(=O)C (methyl isobutyl ketone). The solvent is O (water), O (water). Yields the product [N+](=O)([O-])C1=C(C=CC=C1)CN1C(SCC1)=O (3-(2-nitrophenylmethyl)-2-thiazolidinone). Yield: 37.0%. As a reaction SMILES: [S:1]1[CH2:5][CH2:4][NH:3][C:2]1=[O:6].C(=O)([O-])[O-].[K+].[K+].[C:13](=O)([O-])O.[K+].[N+:18](C(Br)C1C=CC=CC=1)([O-:20])=[O:19].[CH2:29]([C:33]([CH3:35])=O)[CH:30]([CH3:32])[CH3:31]>O>[N+:18]([C:29]1[CH:33]=[CH:35][CH:13]=[CH:31][C:30]=1[CH2:32][N:3]1[CH2:4][CH2:5][S:1][C:2]1=[O:6])([O-:20])=[O:19] |f:1.2.3,4.5|. Procedure: A mixture containing 3.09 g (0.03 mol) of 2-thiazolidinone, 11.2 g of potassium carbonate, 1.8 g of potassium hydrogen carbonate, 0.5 ml of water, 30 ml of methyl isobutyl ketone and 6.5 g (0.03 mol) of nitrobenzyl bromide is refluxed for 6 hours, then cooled down and thoroughly mixed with 50 ml of water. The mixture is filtered and the clear filtrate is separated. The organic phase is washed with 10 ml of water, dried and evaporated. The oily residue is recrystallized from ethanol to give 2.65 ... The reactants are COc1cc(F)ccc1[N+](=O)[O-], CS(C)=O, [K+], [K+], C1CCN(C2CCNCC2)CC1, O=C([O-])[O-], O. Yields the product COc1cc(N2CCC(N3CCCCC3)CC2)ccc1[N+](=O)[O-]. Reaction SMILES: [CH3:1][O:2][c:3]1[c:4]([N+:10](=[O:11])[O-:12])[cH:5][cH:6][c:7]([F:9])[cH:8]1.[CH3:31][S:32]([CH3:33])=[O:34].[K+:25].[K+:26].[N:13]1([CH:19]2[CH2:20][CH2:21][NH:22][CH2:23][CH2:24]2)[CH2:14][CH2:15][CH2:16][CH2:17][CH2:18]1.[O-:27][C:28]([O-:29])=[O:30].[OH2:35]>>[CH3:1][O:2][c:3]1[c:4]([N+:10](=[O:11])[O-:12])[cH:5][cH:6][c:7]([N:22]2[CH2:21][CH2:20][CH:19]([N:13]3[CH2:14][CH2:15][CH2:16][CH2:17][CH2:18]3)[CH2:24][CH2:23]2)[cH:8]1. The reactants are CCOC(C)=O, CCCCCC, Fc1ccc(-c2n[nH]c(C(F)(F)F)c2Cl)cc1, COc1cc(N2CCN(C(=O)CCl)CC2)ccc1Cl, [K+], [K+], O=C([O-])[O-], CN(C)C=O. The product is COc1cc(N2CCN(C(=O)Cn3nc(C(F)(F)F)c(Cl)c3-c3ccc(F)cc3)CC2)ccc1Cl. Reaction SMILES: [C:48]([O:49][CH2:50][CH3:51])(=[O:52])[CH3:53].[CH3:54][CH2:55][CH2:56][CH2:57][CH2:58][CH3:59].[Cl:1][c:2]1[c:3](-[c:11]2[cH:12][cH:13][c:14]([F:17])[cH:15][cH:16]2)[n:4][nH:5][c:6]1[C:7]([F:8])([F:9])[F:10].[Cl:24][CH2:25][C:26](=[O:27])[N:28]1[CH2:29][CH2:30][N:31]([c:34]2[cH:35][c:36]([O:41][CH3:42])[c:37]([Cl:40])[cH:38][cH:39]2)[CH2:32][CH2:33]1.[K+:18].[K+:19].[O-:20][C:21]([O-:22])=[O:23].[O:43]=[CH:44][N:45]([CH3:46])[CH3:47]>>[Cl:1][c:2]1[c:3](-[c:11]2[cH:12][cH:13][c:14]([F:17])[cH:15][cH:16]2)[n:4]([CH2:25][C:26](=[O:27])[N:28]2[CH2:29][CH2:30][N:31]([c:34]3[cH:35][c:36]([O:41][CH3:42])[c:37]([Cl:40])[cH:38][cH:39]3)[CH2:32][CH2:33]2)[n:5][c:6]1[C:7]([F:8])([F:9])[F:10].